From a dataset of the Open Reaction Database (ORD), a public repository of structured organic reaction records. describe an organic reaction: reactants, conditions, products, and yield RXN SMILES: [Br:1][c:2]1[cH:3][c:4]([CH3:14])[c:5]([O:6][CH2:7][C:8](=[O:9])[OH:10])[c:11]([CH3:13])[cH:12]1.[NH2:15][c:16]1[cH:17][cH:18][c:19]([S:34](=[O:35])(=[O:36])[CH2:37][CH3:38])[c:20]([CH2:21][NH:22][C:23]([O:24][CH2:25][c:26]2[cH:27][cH:28][cH:29][cH:30][cH:31]2)=[O:32])[cH:33]1.[P:39]([Cl:40])([Cl:41])([Cl:42])=[O:43].[cH:44]1[cH:45][cH:46][n:47][cH:48][cH:49]1>>[Br:1][c:2]1[cH:3][c:4]([CH3:14])[c:5]([O:6][CH2:7][C:8](=[O:10])[NH:15][c:16]2[cH:17][cH:18][c:19]([S:34](=[O:35])(=[O:36])[CH2:37][CH3:38])[c:20]([CH2:21][NH:22][C:23]([O:24][CH2:25][c:26]3[cH:27][cH:28][cH:29][cH:30][cH:31]3)=[O:32])[cH:33]2)[c:11]([CH3:13])[cH:12]1. The product is CCS(=O)(=O)c1ccc(NC(=O)COc2c(C)cc(Br)cc2C)cc1CNC(=O)OCc1ccccc1. The reactants are Cc1cc(Br)cc(C)c1OCC(=O)O, CCS(=O)(=O)c1ccc(N)cc1CNC(=O)OCc1ccccc1, O=P(Cl)(Cl)Cl, c1ccncc1. Starting materials: CN(C)C=O (DMF), BrC1=CN(C2=CC(=CC=C12)C1=CC(=CC=C1)[N+](=O)[O-])C1=NC(=NC=C1)SC (3-bromo-1-(2-(methylthio)pyrimidin-4-yl)-6-(3-nitrophenyl)-1H-indole), [O-]P(=O)([O-])[O-].[K+].[K+].[K+] (K3PO4), COC1=CC=C(C=C1)B(O)O (4-methoxyphenylboronic acid). Reagents/catalysts: C=1C=CC(=CC1)[P](C=2C=CC=CC2)(C=3C=CC=CC3)[Pd]([P](C=4C=CC=CC4)(C=5C=CC=CC5)C=6C=CC=CC6)([P](C=7C=CC=CC7)(C=8C=CC=CC8)C=9C=CC=CC9)[P](C=1C=CC=CC1)(C=1C=CC=CC1)C=1C=CC=CC1 (Pd(PPh3)4). Solvent: O (water), C(C)(=O)OCC (ethyl acetate). Conditions: temperature 100 celsius, time 4 hour. Product: COC1=CC=C(C=C1)C1=CN(C2=CC(=CC=C12)C1=CC(=CC=C1)[N+](=O)[O-])C1=NC(=NC=C1)SC (3-(4-methoxyphenyl)-1-(2-(methylthio)pyrimidin-4-yl)-6-(3-nitrophenyl)-1H-indole). Isolated yield 69.5%. Reaction SMILES: CN(C=O)C.Br[C:7]1[C:15]2[C:10](=[CH:11][C:12]([C:16]3[CH:21]=[CH:20][CH:19]=[C:18]([N+:22]([O-:24])=[O:23])[CH:17]=3)=[CH:13][CH:14]=2)[N:9]([C:25]2[CH:30]=[CH:29][N:28]=[C:27]([S:31][CH3:32])[N:26]=2)[CH:8]=1.[O-]P([O-])([O-])=O.[K+].[K+].[K+].[CH3:41][O:42][C:43]1[CH:48]=[CH:47][C:46](B(O)O)=[CH:45][CH:44]=1>C1C=CC([P]([Pd]([P](C2C=CC=CC=2)(C2C=CC=CC=2)C2C=CC=CC=2)([P](C2C=CC=CC=2)(C2C=CC=CC=2)C2C=CC=CC=2)[P](C2C=CC=CC=2)(C2C=CC=CC=2)C2C=CC=CC=2)(C2C=CC=CC=2)C2C=CC=CC=2)=CC=1.O.C(OCC)(=O)C>[CH3:41][O:42][C:43]1[CH:48]=[CH:47][C:46]([C:7]2[C:15]3[C:10](=[CH:11][C:12]([C:16]4[CH:21]=[CH:20][CH:19]=[C:18]([N+:22]([O-:24])=[O:23])[CH:17]=4)=[CH:13][CH:14]=3)[N:9]([C:25]3[CH:30]=[CH:29][N:28]=[C:27]([S:31][CH3:32])[N:26]=3)[CH:8]=2)=[CH:45][CH:44]=1 |f:2.3.4.5,^1:55,57,76,95|. Procedure: DMF (2 mL) was added to a mixture of 3-bromo-1-(2-(methylthio)pyrimidin-4-yl)-6-(3-nitrophenyl)-1H-indole (130 mg, 0.295 mmol), K3PO4 (188 mg, 0.885 mmol) and 4-methoxyphenylboronic acid (90 mg, 0.59 mmol) and then the dissolved gas was removed. After adding Pd(PPh3)4 (68 mg, 0.055 mmol), the mixture was stirred at 100° C. for 4 hours. After adding ethyl acetate and water and then filtering using a diatomite pad, the organic layer was separated and the aqueous layer was extracted with ethyl acet... The reactants are COc1ccc(NCCN)cc1, ClCCl, Cc1cccc(C(=O)NC(C(=O)O)c2ccc(F)cc2)c1, On1nnc2ccccc21. Yields the product COc1ccc(NCCNC(=O)C(NC(=O)c2cccc(C)c2)c2ccc(F)cc2)cc1. As a reaction SMILES: [CH3:32][O:33][c:34]1[cH:35][cH:36][c:37]([NH:40][CH2:41][CH2:42][NH2:43])[cH:38][cH:39]1.[Cl:44][CH2:45][Cl:46].[F:1][c:2]1[cH:3][cH:4][c:5]([CH:8]([C:9](=[O:10])[OH:11])[NH:12][C:13]([c:14]2[cH:15][c:16]([CH3:20])[cH:17][cH:18][cH:19]2)=[O:21])[cH:6][cH:7]1.[OH:22][n:23]1[c:24]2[c:25]([cH:26][cH:27][cH:28][cH:29]2)[n:30][n:31]1>>[F:1][c:2]1[cH:3][cH:4][c:5]([CH:8]([C:9](=[O:11])[NH:43][CH2:42][CH2:41][NH:40][c:37]2[cH:36][cH:35][c:34]([O:33][CH3:32])[cH:39][cH:38]2)[NH:12][C:13]([c:14]2[cH:15][c:16]([CH3:20])[cH:17][cH:18][cH:19]2)=[O:21])[cH:6][cH:7]1. Reactants: O=C([O-])[O-], C1CCOC1, CCOC(C)=O, CCOCC, ClCCl, OB(O)c1ccccc1F, [K+], [K+], O, O=C(Nc1cnccn1)N1CC(Oc2ccc(Br)cn2)C1. As a reaction SMILES: [C:32](=[O:33])([O-:34])[O-:35].[CH2:52]1[O:53][CH2:54][CH2:55][CH2:56]1.[CH3:41][CH2:42][O:43][C:44](=[O:45])[CH3:46].[CH3:47][CH2:48][O:49][CH2:50][CH3:51].[Cl:38][CH2:39][Cl:40].[F:22][c:23]1[c:24]([B:29]([OH:30])[OH:31])[cH:25][cH:26][cH:27][cH:28]1.[K+:36].[K+:37].[OH2:57].[n:1]1[c:2]([NH:7][C:8](=[O:9])[N:10]2[CH2:11][CH:12]([O:14][c:15]3[n:16][cH:17][c:18]([Br:21])[cH:19][cH:20]3)[CH2:13]2)[cH:3][n:4][cH:5][cH:6]1>>[n:1]1[c:2]([NH:7][C:8](=[O:9])[N:10]2[CH2:11][CH:12]([O:14][c:15]3[n:16][cH:17][c:18](-[c:24]4[c:23]([F:22])[cH:28][cH:27][cH:26][cH:25]4)[cH:19][cH:20]3)[CH2:13]2)[cH:3][n:4][cH:5][cH:6]1. The product is O=C(Nc1cnccn1)N1CC(Oc2ccc(-c3ccccc3F)cn2)C1. Starting materials: Cl (Hydrogen chloride), CC(CC=1N=C(N(C1)C(C1=CC=CC=C1)(C1=CC=CC=C1)C1=CC=CC=C1)CC(C1=CC=C(C=C1)C1=NC=C(C=C1)F)NC(C)=O)(CC)C (N-{2-[4-(2,2-dimethylbutyl)-1-trityl-1H-imidazol-2-yl]-1-[4-(5-fluoropyridin-2-yl)phenyl]-ethyl}acetamide). Run in O1CCOCC1 (dioxane), CO (methanol). Conditions: temperature 50 celsius, time 2 hour. Yields the product CC(CC=1N=C(NC1)CC(C1=CC=C(C=C1)C1=NC=C(C=C1)F)NC(C)=O)(CC)C (N-{2-[4-(2,2-dimethylbutyl)-1H-imidazol-2-yl]-1-[4-(5-fluoropyridin-2-yl)phenyl]ethyl}acetamide). Reaction SMILES: Cl.[CH3:2][C:3]([CH3:50])([CH2:48][CH3:49])[CH2:4][C:5]1[N:6]=[C:7]([CH2:29][CH:30]([NH:44][C:45](=[O:47])[CH3:46])[C:31]2[CH:36]=[CH:35][C:34]([C:37]3[CH:42]=[CH:41][C:40]([F:43])=[CH:39][N:38]=3)=[CH:33][CH:32]=2)[N:8](C(C2C=CC=CC=2)(C2C=CC=CC=2)C2C=CC=CC=2)[CH:9]=1>O1CCOCC1.CO>[CH3:2][C:3]([CH3:50])([CH2:48][CH3:49])[CH2:4][C:5]1[N:6]=[C:7]([CH2:29][CH:30]([NH:44][C:45](=[O:47])[CH3:46])[C:31]2[CH:32]=[CH:33][C:34]([C:37]3[CH:42]=[CH:41][C:40]([F:43])=[CH:39][N:38]=3)=[CH:35][CH:36]=2)[NH:8][CH:9]=1. Procedure details: Hydrogen chloride (4N, 2 mL) in dioxane was added to a solution of N-{2-[4-(2,2-dimethylbutyl)-1-trityl-1H-imidazol-2-yl]-1-[4-(5-fluoropyridin-2-yl)phenyl]-ethyl}acetamide in methanol (4 mL) at ambient temperature. The solution was stirred at 50° C. for 2 hr. Concentration of the solution afforded the title compound as a white solid. 1H NMR (500 MHz, CD3OD) δ 8.95-8.92 (m, 1H), 8.45-8.39 (m, 1H), 8.33 (dd, J=4.5, 9.0 Hz, 1H), 7.97 (d, J=8.5 Hz, 2H), 7.67 (d, J=8.0 Hz, 2H), 7.18 (s, 1H), 5.49 (t... The reactants are COC(C1=CC(=C(C=C1)O)NS(=O)(=O)C1=C(C=CC(=C1)Cl)OC)=O (3-(5-chloro-2-methoxy-benzenesulfonylamino)-4-hydroxy-benzoic acid methyl ester), BrCCBr (1,2-dibromoethane). The product is COC(=O)C=1C=CC2=C(N(CCO2)S(=O)(=O)C2=C(C=CC(=C2)Cl)OC)C1 (4-(5-chloro-2-methoxy-benzenesulfonyl)-3,4-dihydro-2H-benzo[1,4]oxazine-6-carboxylic acid methyl ester). RXN SMILES: [CH3:1][O:2][C:3](=[O:24])[C:4]1[CH:9]=[CH:8][C:7]([OH:10])=[C:6]([NH:11][S:12]([C:15]2[CH:20]=[C:19]([Cl:21])[CH:18]=[CH:17][C:16]=2[O:22][CH3:23])(=[O:14])=[O:13])[CH:5]=1.Br[CH2:26][CH2:27]Br>>[CH3:1][O:2][C:3]([C:4]1[CH:9]=[CH:8][C:7]2[O:10][CH2:27][CH2:26][N:11]([S:12]([C:15]3[CH:20]=[C:19]([Cl:21])[CH:18]=[CH:17][C:16]=3[O:22][CH3:23])(=[O:13])=[O:14])[C:6]=2[CH:5]=1)=[O:24]. Procedure: The title compound, MS (ISP)=522.2 (M−H)−, was produced in analogy with example 36, steps 1-4. Step 1 was performed using 3-(5-chloro-2-methoxy-benzenesulfonylamino)-4-hydroxy-benzoic acid methyl ester (example 30, step 1) and 1,2-dibromoethane, yielding 4-(5-chloro-2-methoxy-benzenesulfonyl)-3,4-dihydro-2H-benzo[1,4]oxazine-6-carboxylic acid methyl ester, which was hydrolyzed in step 2 to afford 4-(5-chloro-2-methoxy-benzenesulfonyl)-3,4-dihydro-2H-benzo[1,4]oxazine-6-carboxylic acid. This was ... The product is C1(CC1)COC1=C(C=C(C=C1)OC)C1=C2C(=NC=C1)C(=C(N2COCC[Si](C)(C)C)C)C(=O)N[C@H]2CC[C@H](CC2)NC(OC(C)(C)C)=O (tert-Butyl (cis-4-{[(7-[2-(cyclopropylmethoxy)-5-methoxyphenyl]-2-methyl-1-{[2-(trimethylsilyl)ethoxy]methyl}-1H-pyrrolo[3,2-b]pyridin-3-yl)carbonyl]amino}cyclohexyl)carbamate). As a reaction SMILES: [CH:1]1([CH2:4][O:5][C:6]2[CH:11]=[CH:10][C:9]([O:12][CH3:13])=[CH:8][C:7]=2[C:14]2[CH:19]=[CH:18][N:17]=[C:16]3[C:20]([C:32](O)=[O:33])=[C:21]([CH3:31])[N:22]([CH2:23][O:24][CH2:25][CH2:26][Si:27]([CH3:30])([CH3:29])[CH3:28])[C:15]=23)[CH2:3][CH2:2]1.[NH2:35][C@@H:36]1[CH2:41][CH2:40][C@H:39]([NH:42][C:43](=[O:49])[O:44][C:45]([CH3:48])([CH3:47])[CH3:46])[CH2:38][CH2:37]1>>[CH:1]1([CH2:4][O:5][C:6]2[CH:11]=[CH:10][C:9]([O:12][CH3:13])=[CH:8][C:7]=2[C:14]2[CH:19]=[CH:18][N:17]=[C:16]3[C:20]([C:32]([NH:35][C@@H:36]4[CH2:41][CH2:40][C@H:39]([NH:42][C:43](=[O:49])[O:44][C:45]([CH3:47])([CH3:46])[CH3:48])[CH2:38][CH2:37]4)=[O:33])=[C:21]([CH3:31])[N:22]([CH2:23][O:24][CH2:25][CH2:26][Si:27]([CH3:28])([CH3:30])[CH3:29])[C:15]=23)[CH2:3][CH2:2]1. Reported procedure: Starting from 7-[2-(cyclopropylmethoxy)-5-methoxyphenyl]-2-methyl-1-{[2-(trimethylsilyl)ethoxy]methyl}-1H-pyrrolo[3,2-b]pyridine-3-carboxylic acid (example D.c5) and commercially available tert-butyl cis-(4-amino-cyclohexyl)-carbamate the title compound is obtained as pale yellow viscous oil. The reactants are C1(CC1)COC1=C(C=C(C=C1)OC)C1=C2C(=NC=C1)C(=C(N2COCC[Si](C)(C)C)C)C(=O)O (7-[2-(cyclopropylmethoxy)-5-methoxyphenyl]-2-methyl-1-{[2-(trimethylsilyl)ethoxy]methyl}-1H-pyrrolo[3,2-b]pyridine-3-carboxylic acid), N[C@H]1CC[C@H](CC1)NC(OC(C)(C)C)=O (tert-butyl cis-(4-amino-cyclohexyl)-carbamate). Starting materials: CN1CCC(CC1)OC1=C(C=C(C(=O)OC)C=C1)C(F)(F)F (Methyl 4-(1-methylpiperidine-4-yloxy)-3-(trifluoromethyl)benzoate), [OH-].[Na+] (NaOH), Cl (HCl). Run in C1CCOC1 (THF), CO (MeOH), O (H2O). Conditions: temperature 90 celsius, time 22 hour. Product: CN1CCC(CC1)OC1=C(C=C(C(=O)O)C=C1)C(F)(F)F (4-(1-Methylpiperidine-4-yloxy)-3-(trifluoromethyl)benzoic acid). The yield is 80.1%. As a reaction SMILES: [CH3:1][N:2]1[CH2:7][CH2:6][CH:5]([O:8][C:9]2[CH:18]=[CH:17][C:12]([C:13]([O:15]C)=[O:14])=[CH:11][C:10]=2[C:19]([F:22])([F:21])[F:20])[CH2:4][CH2:3]1.[OH-].[Na+].Cl>C1COCC1.CO.O>[CH3:1][N:2]1[CH2:7][CH2:6][CH:5]([O:8][C:9]2[CH:18]=[CH:17][C:12]([C:13]([OH:15])=[O:14])=[CH:11][C:10]=2[C:19]([F:20])([F:21])[F:22])[CH2:4][CH2:3]1 |f:1.2|. Procedure: Methyl 4-(1-methylpiperidine-4-yloxy)-3-(trifluoromethyl)benzoate (512 mg, 1.61 mmol) was dissolved in a mixture of THF (1.5 mL), MeOH (1.5 mL) and H2O (1.5 mL), and then NaOH (193 mg, 4.84 mmol) was added thereto. The reaction mixture was stirred at 90° C. for 22 hours and cooled to room temperature, and 1N HCl was added dropwise thereto to pH 4. The reaction mixture was concentrated, and a mixed solvent (DCM/MeOH=5/1) was added thereto. The remaining solid was filtered, and the filtrate was co... The reactants are C(C1=CC=CC=C1)OC=1N=NC(=CC1OCC1=CC=CC=C1)Cl (3,4-bis(benzyloxy)-6-chloropyridazine), C(C1=CC=CC=C1)OC=1N=NC(=CC1OCC1=CC=CC=C1)Cl (3,4-bis(benzyloxy)-6-chloropyridazine), CC(C)([O-])C.[Na+] (sodium tert-butoxide), FC1=CC=C(CN)C=C1 (4-fluorobenzylamine), crude mixture. The reagents and catalysts are CC(C)(C)P(C1=CC=C[CH-]1)C(C)(C)C.CC(C)(C)P(C1=CC=C[CH-]1)C(C)(C)C.[Cl-].[Cl-].[Fe+2].[Pd+2] ([1,1′-bis(di-tert-butylphosphino)ferrocene]palladium(II) dichloride). Solvent: O1CCOCC1 (dioxane). Conditions: temperature 120 celsius. Yields the product C(C1=CC=CC=C1)OC=1C=C(N=NC1OCC1=CC=CC=C1)NCC1=CC=C(C=C1)F (5,6-bis(Benzyloxy)-N-[(4-fluorophenyl)methyl]pyridazin-3-amine). RXN SMILES: [CH2:1]([O:8][C:9]1[N:10]=[N:11][C:12](Cl)=[CH:13][C:14]=1[O:15][CH2:16][C:17]1[CH:22]=[CH:21][CH:20]=[CH:19][CH:18]=1)[C:2]1[CH:7]=[CH:6][CH:5]=[CH:4][CH:3]=1.CC(C)([O-])C.[Na+].[F:30][C:31]1[CH:38]=[CH:37][C:34]([CH2:35][NH2:36])=[CH:33][CH:32]=1>CC(P(C(C)(C)C)C1[CH-]C=CC=1)(C)C.CC(P(C(C)(C)C)C1[CH-]C=CC=1)(C)C.[Cl-].[Cl-].[Fe+2].[Pd+2].O1CCOCC1>[CH2:16]([O:15][C:14]1[CH:13]=[C:12]([NH:36][CH2:35][C:34]2[CH:37]=[CH:38][C:31]([F:30])=[CH:32][CH:33]=2)[N:11]=[N:10][C:9]=1[O:8][CH2:1][C:2]1[CH:7]=[CH:6][CH:5]=[CH:4][CH:3]=1)[C:17]1[CH:22]=[CH:21][CH:20]=[CH:19][CH:18]=1 |f:1.2,4.5.6.7.8.9|. Procedure details: 3,4-Bis(benzyloxy)-6-chloropyridazine (Intermediate 1) (1 g, 3.1 mmol), [1,1′-bis(di-tert-butylphosphino)ferrocene]palladium(II) dichloride (0.100 g, 0.15 mmol) and sodium tert-butoxide (0.59 g, 6.1 mmol) were added to dioxane (10.2 ml). The resulting mixture was purged with nitrogen before 4-fluorobenzylamine (78 mg, 6.1 mmol) was added. The mixture was heated at 120° C. for 1 hour under microwave irradiation. Upon cooling the crude mixture was quenched with water and extracted with ethyl aceta...